describe an organic reaction: reactants, conditions, products, and yield From a dataset of the Open Reaction Database (ORD), a public repository of structured organic reaction records. The reactants are [Mg+]Cc1ccccc1, C1CCOC1, COCC#Cc1ccccc1C(=O)N(C)OC, [Cl-]. Reaction SMILES: [CH2:19]([c:20]1[cH:21][cH:22][cH:23][cH:24][cH:25]1)[Mg+:26].[CH2:27]1[O:28][CH2:29][CH2:30][CH2:31]1.[CH3:1][N:2]([C:3]([c:4]1[c:5]([C:10]#[C:11][CH2:12][O:13][CH3:14])[cH:6][cH:7][cH:8][cH:9]1)=[O:15])[O:16][CH3:17].[Cl-:18]>>[C:3]([c:4]1[c:5]([C:10]#[C:11][CH2:12][O:13][CH3:14])[cH:6][cH:7][cH:8][cH:9]1)(=[O:15])[CH2:19][c:20]1[cH:21][cH:22][cH:23][cH:24][cH:25]1. The product is COCC#Cc1ccccc1C(=O)Cc1ccccc1. The product is ClC=1C=C(C=CC1Br)N=C=O (3-chloro-4-bromo-phenylisocyanate). Reported procedure: 600 g of 3-chlor-4-bromaniline hydrochloride were suspended in 2500 ml chlorobenzene and the entire mixture was heated to 150°C to 160°C with vigorous stirring. About 1.25 kg of phosgene was introduced at this temperature; after about 10 to 16 hours all the hydrochloride had disappeared. The solvent was distilled off and the residue was rectified in vacuo. In this way 650 g of 3-chloro-4-bromo-phenylisocyanate, boiling at 122°C to 123°C at 12 mm Hg, were obtained. Yield: 113.2%. Reactants: Cl.ClC=1C=C(N)C=CC1Br (3-chlor-4-bromaniline hydrochloride), C(=O)(Cl)Cl (phosgene), Cl (hydrochloride). As a reaction SMILES: Cl.[Cl:2][C:3]1[CH:4]=[C:5]([CH:7]=[CH:8][C:9]=1[Br:10])[NH2:6].[C:11](Cl)(Cl)=[O:12].Cl>ClC1C=CC=CC=1>[Cl:2][C:3]1[CH:4]=[C:5]([N:6]=[C:11]=[O:12])[CH:7]=[CH:8][C:9]=1[Br:10] |f:0.1|. Run in ClC1=CC=CC=C1 (chlorobenzene). The reactants are C(C)OC(=O)C=1C(=C2C(=C(N1)C#N)N(C=C2Cl)CC2=CC(=C(C=C2)F)F)OC(C)=O (4-acetoxy-3-chloro-7-cyano-1-(3,4-difluoro-benzyl)-1H-pyrrolo[2,3-c]pyridine-5-carboxylic acid ethyl ester), NCC(=O)O (glycine), C[O-].[Na+].CO (NaOMe HOMe). The product is ClC1=CN(C2=C(N=C(C(=C21)O)C(=O)NCC(=O)O)C#N)CC2=CC(=C(C=C2)F)F ({[3-Chloro-7-cyano-1-(3,4-difluoro-benzyl)-4-hydroxy-1H-pyrrolo[2,3-c]pyridine-5-carbonyl]-amino}-acetic acid). As a reaction SMILES: C([O:3][C:4]([C:6]1[C:7]([O:27]C(=O)C)=[C:8]2[C:16]([Cl:17])=[CH:15][N:14]([CH2:18][C:19]3[CH:24]=[CH:23][C:22]([F:25])=[C:21]([F:26])[CH:20]=3)[C:9]2=[C:10]([C:12]#[N:13])[N:11]=1)=O)C.[NH2:31][CH2:32][C:33]([OH:35])=[O:34].C[O-].[Na+].CO>>[Cl:17][C:16]1[C:8]2[C:9](=[C:10]([C:12]#[N:13])[N:11]=[C:6]([C:4]([NH:31][CH2:32][C:33]([OH:35])=[O:34])=[O:3])[C:7]=2[OH:27])[N:14]([CH2:18][C:19]2[CH:24]=[CH:23][C:22]([F:25])=[C:21]([F:26])[CH:20]=2)[CH:15]=1 |f:2.3.4|. Reported procedure: Prepared in analogy to that of Example 1(e) from 4-acetoxy-3-chloro-7-cyano-1-(3,4-difluoro-benzyl)-1H-pyrrolo[2,3-c]pyridine-5-carboxylic acid ethyl ester, glycine and NaOMe/HOMe. The title compound, ESI MS (m/z): 421 (M+H)+. Reactants: solution, COC1=C(C=C2C(=N1)C(C(N2C)=O)(C)C)C=C (5-methoxy-1,3,3-trimethyl-6-vinyl-1,3-dihydro-pyrrolo[3,2-b]pyridin-2-one), CO (methanol). Run in C(Cl)Cl (methylene chloride). Reaction conditions: temperature -70 celsius, time 30 minute. Yields the product COC1=C(C=C2C(=N1)C(C(N2C)=O)(C)C)C=O (5-Methoxy-1,3,3-trimethyl-2-oxo-2,3-dihydro-1H-pyrrolo[3,2-b]pyridine-6-carbaldehyde). Reaction SMILES: [CH3:1][O:2][C:3]1[N:8]=[C:7]2[C:9]([CH3:15])([CH3:14])[C:10](=[O:13])[N:11]([CH3:12])[C:6]2=[CH:5][C:4]=1[CH:16]=C.C[OH:19]>C(Cl)Cl>[CH3:1][O:2][C:3]1[N:8]=[C:7]2[C:9]([CH3:14])([CH3:15])[C:10](=[O:13])[N:11]([CH3:12])[C:6]2=[CH:5][C:4]=1[CH:16]=[O:19]. Procedure details: A 65 mg (0.28 mmol) solution of 5-methoxy-1,3,3-trimethyl-6-vinyl-1,3-dihydro-pyrrolo[3,2-b]pyridin-2-one in 16 ml of methylene chloride and 4 ml of methanol was cooled to −70° C. Ozone (via an ozone generator) was bubbled into the solution until a blue color was achieved. The reaction mixture was stirred at −70° C. for 30 minutes and warmed to room temperature. Approximately 0.5 ml of dimethyl sulfide was added and the reaction was evaporated. This residue (0.6 g) was used directly in the next ... The reactants are C(C)OC(=O)C(C)OC1=NN(C=N1)C1=C(C=C(C=C1)Cl)Cl (3-(1-ethoxycarbonylethoxy)-1-(2,4-dichlorophenyl)-1,2,4-1H-triazole), [OH-].[K+] (potassium hydroxide). The solvent is C(C)O (ethanol). The product is C(=O)(O)C(C)OC1=NN(C=N1)C1=C(C=C(C=C1)Cl)Cl (3-(1-carboxyethoxy)-1-(2,4-dichlorophenyl)-1,2,4-1H-triazole). RXN SMILES: C([O:3][C:4]([CH:6]([O:8][C:9]1[N:13]=[CH:12][N:11]([C:14]2[CH:19]=[CH:18][C:17]([Cl:20])=[CH:16][C:15]=2[Cl:21])[N:10]=1)[CH3:7])=[O:5])C.[OH-].[K+]>C(O)C>[C:4]([CH:6]([O:8][C:9]1[N:13]=[CH:12][N:11]([C:14]2[CH:19]=[CH:18][C:17]([Cl:20])=[CH:16][C:15]=2[Cl:21])[N:10]=1)[CH3:7])([OH:5])=[O:3] |f:1.2|. Procedure details: Seven g of the compound of Example 2 was refluxed for 3 hours with 2.4 g of potassium hydroxide in 100 ml of ethanol, and the product was collected as shown in Example 22 and recrystallized from toluene to obtain 2.3 g of the desired product, m.p. 151°-153°. Starting materials: [N+](=O)([O-])C1=C(C(=C(OC2=C(C(=C(C(=C2F)F)[N+](=O)[O-])OCC=C)F)C(=C1F)F)F)F (1-(4-nitro-2,3,5,6-tetrafluorophenoxy)-3-(prop-2-enyloxy)-4-nitro-2,5,6-trifluorobenzene), O (water), Example 9, C([O-])([O-])=O.[K+].[K+] (potassium carbonate), C(O)([O-])=O.[K+] (potassium hydrogen carbonate). Solvent: CS(=O)C (dimethyl sulfoxide). Run at temperature 80 celsius, time 24 hour. Yields the product OC=1C(=C(OC2=C(C(=C(C(=C2F)F)[N+](=O)[O-])OCC=C)F)C(=C(C1[N+](=O)[O-])F)F)F (1-(3-hydroxy-4-nitro-2,5,6-trifluorophenoxy)-3-(prop-2-enyloxy)-4-nitro-2,5,6-trifluorobenzene). As a reaction SMILES: [N+:1]([C:4]1[C:26](F)=[C:25]([F:28])[C:7]([O:8][C:9]2[C:14]([F:15])=[C:13]([F:16])[C:12]([N+:17]([O-:19])=[O:18])=[C:11]([O:20][CH2:21][CH:22]=[CH2:23])[C:10]=2[F:24])=[C:6]([F:29])[C:5]=1[F:30])([O-:3])=[O:2].C(=O)([O-])[O-].[K+].[K+].C(=O)([O-])O.[K+].[OH2:42]>CS(C)=O>[OH:42][C:26]1[C:25]([F:28])=[C:7]([C:6]([F:29])=[C:5]([F:30])[C:4]=1[N+:1]([O-:3])=[O:2])[O:8][C:9]1[C:14]([F:15])=[C:13]([F:16])[C:12]([N+:17]([O-:19])=[O:18])=[C:11]([O:20][CH2:21][CH:22]=[CH2:23])[C:10]=1[F:24] |f:1.2.3,4.5|. Procedure: 44.2 g of 1-(4-nitro-2,3,5,6-tetrafluorophenoxy)-3-(prop-2-enyloxy)-4-nitro-2,5,6-trifluorobenzene prepared as described in Example 9 (0.1 mol) are dissolved in a mixture of 200 ml of dimethyl sulfoxide and 30 ml of water in a three-neck flask fitted with reflux condenser and stirrer. 15 g of potassium carbonate (0.11 mol) and 10 g of potassium hydrogen carbonate (0.1 mol) are added in portions to the solution, and the mixture is then stirred at 80° C. for 24 hours. The reaction solution is then... Reactants: C(C1=CC=CC=C1)=O (Benzaldehyde), C(CCC)(=O)[O-].[K+] (potassium butyrate), C(CCC)(=O)OC(CCC)=O (butyric anhydride). The product is C(C)C(C(=O)O)=CC1=CC=CC=C1 (α-ethyl cinnamic acid). As a reaction SMILES: [CH:1](=O)[C:2]1[CH:7]=[CH:6][CH:5]=[CH:4][CH:3]=1.[C:9]([O-:14])(=[O:13])[CH2:10][CH2:11][CH3:12].[K+].C(OC(=O)CCC)(=O)CCC>>[CH2:11]([C:10](=[CH:1][C:2]1[CH:7]=[CH:6][CH:5]=[CH:4][CH:3]=1)[C:9]([OH:14])=[O:13])[CH3:12] |f:1.2|. Procedure: Benzaldehyde was condensed with potassium butyrate and butyric anhydride according to the procedure as outlined in the patent to Archer, U.S. Pat. No. 2,931,830 to give α-ethyl cinnamic acid, with a m.p. at 104°-104.8° C. Product: CC(C)(C)OC(=O)N1CC(O[Si](C)(C)C(C)(C)C)CC12CCN(C1CCCCC1)C2=O. RXN SMILES: [C:1]([CH3:2])([CH3:3])([CH3:4])[Si:5]([O:6][CH:7]1[CH2:8][C:9]([C:19](=[O:20])[O:21][CH3:22])([CH2:23][CH2:24][NH:25][CH:26]2[CH2:27][CH2:28][CH2:29][CH2:30][CH2:31]2)[N:10]([C:12](=[O:13])[O:14][C:15]([CH3:16])([CH3:17])[CH3:18])[CH2:11]1)([CH3:32])[CH3:33].[CH2:40]1[O:41][CH2:42][CH2:43][O:44][CH2:45]1.[CH2:46]1[O:47][CH2:48][CH2:49][CH2:50]1.[CH3:34][C:35]([CH3:36])([O-:37])[CH3:38].[CH3:51][CH2:52][O:53][C:54]([CH3:55])=[O:56].[K+:39]>>[C:1]([CH3:2])([CH3:3])([CH3:4])[Si:5]([O:6][CH:7]1[CH2:8][C:9]2([N:10]([C:12](=[O:13])[O:14][C:15]([CH3:16])([CH3:17])[CH3:18])[CH2:11]1)[C:19](=[O:20])[N:25]([CH:26]1[CH2:27][CH2:28][CH2:29][CH2:30][CH2:31]1)[CH2:24][CH2:23]2)([CH3:32])[CH3:33]. Starting materials: COC(=O)C1(CCNC2CCCCC2)CC(O[Si](C)(C)C(C)(C)C)CN1C(=O)OC(C)(C)C, C1COCCO1, C1CCOC1, CC(C)(C)[O-], CCOC(C)=O, [K+].